From a dataset of the Open Reaction Database (ORD), a public repository of structured organic reaction records. describe an organic reaction: reactants, conditions, products, and yield Starting materials: C([O-])([O-])=O.[K+].[K+] (potassium carbonate), NCCCNC=1C=C(C(=O)N(C)C)C=CC1 (3-[(3-Aminopropyl)amino]-N,N-dimethylbenzamide), C(#N)N=C(SC)N(N=CC1=CC=CC=C1)C (N-cyano-1-methyl-2 -(phenylmethylene)hydrazine carboximidothioic acid, methyl ester), Cl (hydrochloric acid). Solvent: CC(=O)C (acetone). Product: NC1=NN(C(=N1)NCCCNC=1C=C(C(=O)N(C)C)C=CC1)C (3-[[3-[(3-Amino-1-methyl-1H-1,2,4-triazol-5-yl)amino]propyl]-amino]-N,N-dimethylbenzamide). The yield is 42.7%. As a reaction SMILES: [NH2:1][CH2:2][CH2:3][CH2:4][NH:5][C:6]1[CH:7]=[C:8]([CH:14]=[CH:15][CH:16]=1)[C:9]([N:11]([CH3:13])[CH3:12])=[O:10].[C:17]([N:19]=[C:20]([N:23]([CH3:32])[N:24]=CC1C=CC=CC=1)SC)#[N:18].Cl.C(=O)([O-])[O-].[K+].[K+]>CC(C)=O>[NH2:18][C:17]1[N:19]=[C:20]([NH:1][CH2:2][CH2:3][CH2:4][NH:5][C:6]2[CH:7]=[C:8]([CH:14]=[CH:15][CH:16]=2)[C:9]([N:11]([CH3:12])[CH3:13])=[O:10])[N:23]([CH3:32])[N:24]=1 |f:3.4.5|. Procedure: 3-[(3-Aminopropyl)amino]-N,N-dimethylbenzamide (0.8 g) and N-cyano-1-methyl-2 -(phenylmethylene)hydrazine carboximidothioic acid, methyl ester eluent (0.84 g) were heated together under reduced pressure of 14 mm Hg during 4 hr at 100°. The cooled reaction mixture was dissolved in acetone, treated with 1N hydrochloric acid (2 ml) and heated at 60° for 0.5 hr. The mixture was cooled, basified with potassium carbonate and extracted with ethyl acetate. Evaporation of the organic extracts gave a visc... Reactants: FCCBr, Oc1ccc(Cl)cc1Br, O=C([O-])[O-], CCC(C)=O, [K+], [K+]. Product: FCCOc1ccc(Cl)cc1Br. Reaction SMILES: [Br:10][CH2:11][CH2:12][F:13].[Br:1][c:2]1[c:3]([OH:9])[cH:4][cH:5][c:6]([Cl:8])[cH:7]1.[C:14](=[O:15])([O-:16])[O-:17].[CH3:20][C:21](=[O:22])[CH2:23][CH3:24].[K+:18].[K+:19]>>[Br:1][c:2]1[c:3]([O:9][CH2:11][CH2:12][F:13])[cH:4][cH:5][c:6]([Cl:8])[cH:7]1. The solvent is C1CCC2=NCCCN2CC1 (DBU). Starting materials: ClC=1C=C(C=CC1)NC1=NC=CC(=N1)C1=CC(=NC=C1)Cl ((3-chloro-phenyl)-[4-(2-chloro-pyridin-4-yl)-pyrimidin-2-yl]-amine), NCC(=O)O (glycine), O (water). Reaction SMILES: [Cl:1][C:2]1[CH:3]=[C:4]([NH:8][C:9]2[N:14]=[C:13]([C:15]3[CH:20]=[CH:19][N:18]=[C:17](Cl)[CH:16]=3)[CH:12]=[CH:11][N:10]=2)[CH:5]=[CH:6][CH:7]=1.[NH2:22][CH2:23][C:24]([OH:26])=[O:25].O>C1CCN2C(=NCCC2)CC1>[Cl:1][C:2]1[CH:3]=[C:4]([NH:8][C:9]2[N:14]=[C:13]([C:15]3[CH:20]=[CH:19][N:18]=[C:17]([NH:22][CH2:23][C:24]([OH:26])=[O:25])[CH:16]=3)[CH:12]=[CH:11][N:10]=2)[CH:5]=[CH:6][CH:7]=1. Procedure details: A mixture of (3-chloro-phenyl)-[4-(2-chloro-pyridin-4-yl)-pyrimidin-2-yl]-amine (10.0 g, 0.03 mol) and glycine (4.8 g, 0.06 ml) in DBU (100 ml) is heated at 150° C. under an atmosphere of argon for 40 hours. The still hot reaction mixture is poured into water. After washing the aqueous phase with ethyl acetate the pH is adjusted to 5 by adding citric acid. The resulting precipiate is filtered and recrystallized from dimethylformamide/ethanol to give the product in form of yellow crystals, m.p. 1... Yields the product ClC=1C=C(C=CC1)NC1=NC=CC(=N1)C1=CC(=NC=C1)NCC(=O)O ({4-[2-(3-Chloro-phenylamino)-pyrimidin-4-yl]-pyridin-2-ylamino}-acetic acid). Run at temperature 150 celsius. Reactants: O (water), COC=1C=CC2=C(CCN(C(N2)=O)C2CCNCC2)C1 (7-methoxy-3-piperidin-4-yl-1,3,4,5-tetrahydro-1,3-benzodiazepin-2-one), ClC1=NC(=CC(=N1)OC1=CC2=C(NC(O2)=O)C(=C1)C)Cl (6-(2,6-dichloropyrimidin-4-yloxy)-4-methylbenzo[d]oxazol-2(3H)-one), CCN(C(C)C)C(C)C (DIPEA). The solvent is CN(C)C=O (DMF). Product: ClC1=CC(=NC(=N1)N1CCC(CC1)N1C(NC2=C(CC1)C=C(C=C2)OC)=O)OC2=CC1=C(NC(O1)=O)C(=C2)C (6-(6-chloro-2-(4-(7-methoxy-2-oxo-4,5-dihydro-1H-benzo[d][1,3]diazepin-3(2H)-yl)piperidin-1-yl)pyrimidin-4-yloxy)-4-methylbenzo[d]oxazol-2(3H)-one). RXN SMILES: [CH3:1][O:2][C:3]1[CH:4]=[CH:5][C:6]2[NH:12][C:11](=[O:13])[N:10]([CH:14]3[CH2:19][CH2:18][NH:17][CH2:16][CH2:15]3)[CH2:9][CH2:8][C:7]=2[CH:20]=1.Cl[C:22]1[N:27]=[C:26]([O:28][C:29]2[CH:38]=[C:37]([CH3:39])[C:32]3[NH:33][C:34](=[O:36])[O:35][C:31]=3[CH:30]=2)[CH:25]=[C:24]([Cl:40])[N:23]=1.CCN(C(C)C)C(C)C.O>CN(C=O)C>[Cl:40][C:24]1[N:23]=[C:22]([N:17]2[CH2:18][CH2:19][CH:14]([N:10]3[CH2:9][CH2:8][C:7]4[CH:20]=[C:3]([O:2][CH3:1])[CH:4]=[CH:5][C:6]=4[NH:12][C:11]3=[O:13])[CH2:15][CH2:16]2)[N:27]=[C:26]([O:28][C:29]2[CH:38]=[C:37]([CH3:39])[C:32]3[NH:33][C:34](=[O:36])[O:35][C:31]=3[CH:30]=2)[CH:25]=1. Procedure details: 180 mg (0.65 mmol) 7-methoxy-3-piperidin-4-yl-1,3,4,5-tetrahydro-1,3-benzodiazepin-2-one, 205 mg (0.66 mmol) 6-(2,6-dichloropyrimidin-4-yloxy)-4-methylbenzo[d]oxazol-2(3H)-one and 0.25 mL (1.44 mmol) DIPEA in 5.0 mL DMF were stirred for 2 h at RT. The reaction mixture was mixed with water. The precipitate formed was suction filtered, washed and dried. The substance was purified by preparative HPLC-MS. The fractions containing product were partially evaporated down i.vac. and neutralised with sod... Reactants: Cl.CC1=CC=C(C=C1)S(=O)(=O)OC[C@H]1COC2=C(O1)C(=C(C=C2)N)O ([(2R)-7-Amino-8-hydroxy-2,3-dihydro-1,4-benzodioxin-2-yl]methyl 4-methyl-benzenesulfonate hydrochloride), C1(=CC=C(C=C1)S(=O)(=O)O)C (p-toluenesulfonic acid). Solvent: C(OC)(OC)OC (trimethyl orthoformate). Product: CC1=CC=C(C=C1)S(=O)(=O)OCC1OC2=C(C=CC=3N=COC32)OC1 (7.8-Dihydro[1,4]dioxino[2,3-g][1,3]benzoxazol-8-ylmethyl 4-methylbenzenesulfonate). RXN SMILES: Cl.[CH3:2][C:3]1[CH:8]=[CH:7][C:6]([S:9]([O:12][CH2:13][C@@H:14]2[O:19][C:18]3[C:20]([OH:25])=[C:21]([NH2:24])[CH:22]=[CH:23][C:17]=3[O:16][CH2:15]2)(=[O:11])=[O:10])=[CH:5][CH:4]=1.[C:26]1(C)C=CC(S(O)(=O)=O)=CC=1>C(OC)(OC)OC>[CH3:2][C:3]1[CH:8]=[CH:7][C:6]([S:9]([O:12][CH2:13][CH:14]2[CH2:15][O:16][C:17]3[CH:23]=[CH:22][C:21]4[N:24]=[CH:26][O:25][C:20]=4[C:18]=3[O:19]2)(=[O:11])=[O:10])=[CH:5][CH:4]=1 |f:0.1|. Procedure details: [(2R)-7-Amino-8-hydroxy-2,3-dihydro-1,4-benzodioxin-2-yl]methyl 4-methyl-benzenesulfonate hydrochloride (1.05 g, 2.99 mmole) in trimethyl orthoformate (7 mL) was heated to reflux in the presence of 0.20 g of p-toluenesulfonic acid for 3 hours. The solvent was removed under high vacuum to yield a beige solid. The crude product was recrystallized from ethanol to give 0.81 g (75%) of the (R)-enantiomer of the title compound, MS (ESI) m/z 361 (M+H)+. Reactants: [H][H] (hydrogen), benzyl, S1(CC(N2[C@H]1CC2=O)C(=O)[O-])(=O)=O (penam-3-carboxylate 1,1-dioxide), C([O-])(O)=O.[K+] (potassium bicarbonate). The reagents and catalysts are [Pd] (palladium on carbon). The solvent is CO (methanol). The product is S1(CC(N2[C@H]1CC2=O)C(=O)O)(=O)=O (Penam-3-carboxylic Acid 1,1-Dioxide). Reaction SMILES: [S:1]1(=[O:13])(=[O:12])[C@@H:5]2[CH2:6][C:7](=[O:8])[N:4]2[CH:3]([C:9]([O-:11])=[O:10])[CH2:2]1.C(=O)(O)[O-].[K+].[H][H]>CO.[Pd]>[S:1]1(=[O:13])(=[O:12])[C@@H:5]2[CH2:6][C:7](=[O:8])[N:4]2[CH:3]([C:9]([OH:11])=[O:10])[CH2:2]1 |f:1.2|. Procedure details: To a solution of 350 mg of benzyl (3S, 5R and 3R, 5S)penam-3-carboxylate 1,1-dioxide in 12 ml of methanol was added 75 mg of potassium bicarbonate followed by 350 mg of 10% palladium on carbon. The mixture was shaken under an atmosphere of hydrogen at atmospheric pressure until hydrogen absorption ceased. The catalyst was removed by filtration and then the solvent was removed by evaporation in vacuo. The residue was partitioned between water and ethyl acetate at pH 8. The aqueous layer was remov... The reactants are ClC=1C=C2C(CN(CC2=C(C1)Cl)C)C1=CC=C(C=C1)N (4-(6,8-Dichloro-2-methyl-1,2,3,4-tetrahydroisoquinolin-4-yl)phenylamine), N(=C=O)CC(=O)OCC (ethyl isocyanatoacetate). The solvent is C(C)#N (acetonitrile). Reaction conditions: time 4 hour. Product: ClC=1C=C2C(CN(CC2=C(C1)Cl)C)C1=CC=C(C=C1)N1C(NCC1=O)=O (3-[4-(6,8-Dichloro-2-methyl-1,2,3,4-tetrahydroisoquinolin-4-yl)phenyl]-imidazolidine-2,4-dione). Yield: 118.0%. RXN SMILES: [Cl:1][C:2]1[CH:3]=[C:4]2[C:9](=[C:10]([Cl:12])[CH:11]=1)[CH2:8][N:7]([CH3:13])[CH2:6][CH:5]2[C:14]1[CH:19]=[CH:18][C:17]([NH2:20])=[CH:16][CH:15]=1.[N:21]([CH2:24][C:25](OCC)=[O:26])=[C:22]=[O:23]>C(#N)C>[Cl:1][C:2]1[CH:3]=[C:4]2[C:9](=[C:10]([Cl:12])[CH:11]=1)[CH2:8][N:7]([CH3:13])[CH2:6][CH:5]2[C:14]1[CH:19]=[CH:18][C:17]([N:20]2[C:25](=[O:26])[CH2:24][NH:21][C:22]2=[O:23])=[CH:16][CH:15]=1. Reported procedure: 4-(6,8-Dichloro-2-methyl-1,2,3,4-tetrahydroisoquinolin-4-yl)phenylamine (95 mg; preparation as described in WO2004085404) was dissolved in acetonitrile (2 ml) and ethyl isocyanatoacetate (30 mg) was added dropwise with stirring. After 4 hours, the solution was concentrated and the residue purified by means of preparative HPLC. The fractions comprising product were combined, the acetonitrile was removed on a rotary evaporator, and the aqueous residue was neutralized with potassium carbonate and e...